Dataset: the Open Reaction Database (ORD), a public repository of structured organic reaction records. Task: describe an organic reaction: reactants, conditions, products, and yield The reactants are ClC=1C=C(C(=CC1F)[N+](=O)[O-])NC(C)=O (N-(3-chloro-4-fluoro-6-nitrophenyl)acetamide), ice water. Solvent: Cl (hydrochloric acid), C(C)O (ethanol). Product: ClC=1C=C(N)C(=CC1F)[N+](=O)[O-] (3-Chloro-4-fluoro-6-nitroaniline). Isolated yield 101.3%. As a reaction SMILES: [Cl:1][C:2]1[CH:3]=[C:4]([NH:12]C(=O)C)[C:5]([N+:9]([O-:11])=[O:10])=[CH:6][C:7]=1[F:8]>Cl.C(O)C>[Cl:1][C:2]1[CH:3]=[C:4]([C:5]([N+:9]([O-:11])=[O:10])=[CH:6][C:7]=1[F:8])[NH2:12]. Procedure details: A solution of N-(3-chloro-4-fluoro-6-nitrophenyl)acetamide (30 g) in concentrated hydrochloric acid (50 ml) and ethanol (200 ml) was refluxed for 2.5 hours. To the reaction mixture was added ice water (300 ml) and the resulting precipitate was collected by filtration, washed with water and dried to give the title compound (24.9 g) as yellow needles, mp 149.5°-150° C. Reactants: COC(CCC1=NOC(C1)C(=O)OC(C)(C)C)=O (4,5-dihydro-5-t-butoxycarbonyl-3-isoxazole-propanoic acid methyl ester), CO (methanol). RXN SMILES: C[O:2][C:3](=O)[CH2:4][CH2:5][C:6]1[CH2:10][CH:9]([C:11]([O:13][C:14]([CH3:17])([CH3:16])[CH3:15])=[O:12])O[N:7]=1.C[OH:20]>O=[Pt]=O>[C:14]([O:13][C:11](=[O:12])[CH2:9][CH2:10][CH:6]1[CH2:5][CH:4]([OH:20])[C:3](=[O:2])[NH:7]1)([CH3:17])([CH3:16])[CH3:15]. Reagents/catalysts: O=[Pt]=O (PtO2). Procedure details: A suspension of 40 g of 4,5-dihydro-5-t-butoxycarbonyl-3-isoxazole-propanoic acid methyl ester and 2.0 g of PtO2 /C in 400 ml of methanol is placed under a hydrogen atmosphere with agitation. After H2 absorption is complete, the solution is filtered and the solvent removed under reduced pressure to give an oil. The oil is triturated with anhydrous diethyl ether to yield 4-hydroxy-5-oxo-2-pyrrolidinepropanoic acid t-butyl ester as a white solid with mp 94°-95° C. NMR (CDCl3) and 6.83 (s, 1H), 4.4... The product is C(C)(C)(C)OC(CCC1NC(C(C1)O)=O)=O (4-hydroxy-5-oxo-2-pyrrolidinepropanoic acid t-butyl ester). Starting materials: CCOCC, CN1CC=C(c2c[nH]c3ccc(NS(=O)(=O)c4cccc5ccccc45)cc23)CC1, CO, [H][H]. The product is CN1CCC(c2c[nH]c3ccc(NS(=O)(=O)c4cccc5ccccc45)cc23)CC1. As a reaction SMILES: [CH2:35]([O:36][CH2:37][CH3:38])[CH3:39].[CH3:1][N:2]1[CH2:3][CH2:4][C:5]([c:8]2[cH:9][nH:10][c:11]3[cH:12][cH:13][c:14]([NH:17][S:18](=[O:19])(=[O:20])[c:21]4[cH:22][cH:23][cH:24][c:25]5[cH:26][cH:27][cH:28][cH:29][c:30]45)[cH:15][c:16]23)=[CH:6][CH2:7]1.[CH3:33][OH:34].[H:31][H:32]>>[CH3:1][N:2]1[CH2:3][CH2:4][CH:5]([c:8]2[cH:9][nH:10][c:11]3[cH:12][cH:13][c:14]([NH:17][S:18](=[O:19])(=[O:20])[c:21]4[cH:22][cH:23][cH:24][c:25]5[cH:26][cH:27][cH:28][cH:29][c:30]45)[cH:15][c:16]23)[CH2:6][CH2:7]1. Reactants: COB(OC)OC (trimethylborate), Cl (hydrochloric acid), ClC1=C(C=C(C=C1Cl)Cl)Br (2,3,5-trichlorobromobenzene), BrCC (bromoethane), [Mg] (magnesium). Run in CCOCC (ether), CCOCC (ether), CCOCC (ether). Yields the product ClC1=C(C=C(C=C1Cl)Cl)B(O)O (2,3,5-Trichlorobenzeneboronic Acid). RXN SMILES: [Cl:1][C:2]1[C:7]([Cl:8])=[CH:6][C:5]([Cl:9])=[CH:4][C:3]=1Br.BrCC.[Mg].C[O:16][B:17](OC)[O:18]C.Cl>CCOCC>[Cl:1][C:2]1[C:7]([Cl:8])=[CH:6][C:5]([Cl:9])=[CH:4][C:3]=1[B:17]([OH:18])[OH:16]. Reported procedure: A solution of 2,3,5-trichlorobromobenzene (8.60 g, 0.033 mole) in dry ether (33 ml) and bromoethane (4.73 ml, 7.31 g, 0.067 mole) was added dropwise to a suspension of magnesium turnings (2.80 g, 0.12 mole) in dry ether (21.50 ml) at room temperature. The mixture was refluxed for 0.50 hr and cooled to room temperature. The mixture was then added dropwise under nitrogen to a solution of trimethylborate (5.16 ml, 5.16 g, 0.05 mole) in dry ether (8.60 ml) maintaining the temperature below −60° C. T... Starting materials: [OH-].[Na+] (sodium hydroxide), [Na] (sodium), C(CC(=O)C)(=O)OCC (ethyl acetoacetate), ClC=1C=C(OCC(=O)O)C=CC1C(C(CC)=C)=O ([3-chloro-4-(2-methylene-1-oxobutyl)phenoxy]acetic acid), C(C)O (ethanol). Run in O (water). Yields the product ClC=1C=C(OCC(=O)O)C=CC1C1=CC(CCC1CC)=O ([3-chloro-4-(6-ethyl-3-oxo-1-cyclohexen-1-yl)phenoxy]acetic acid). As a reaction SMILES: [Na].C(OCC)(=O)[CH2:3][C:4](C)=[O:5].[Cl:11][C:12]1[CH:13]=[C:14]([CH:20]=[CH:21][C:22]=1[C:23](=O)[C:24](=[CH2:27])[CH2:25][CH3:26])[O:15][CH2:16][C:17]([OH:19])=[O:18].[OH-].[Na+].[CH2:31](O)C>O>[Cl:11][C:12]1[CH:13]=[C:14]([CH:20]=[CH:21][C:22]=1[C:23]1[CH:24]([CH2:27][CH3:31])[CH2:25][CH2:26][C:4](=[O:5])[CH:3]=1)[O:15][CH2:16][C:17]([OH:19])=[O:18] |f:3.4,^1:0|. Procedure details: To a stirred solution of sodium (0.95 g, 0.0414 mole) in ethanol (75 ml) and ethyl acetoacetate (5.38 g, 0.0414 mole) was added [3-chloro-4-(2-methylene-1-oxobutyl)phenoxy]acetic acid (4.94 g, 0.0184 mole). The reaction mixture was heated at reflux for 3 hours. 1N sodium hydroxide (10 ml) and 55 ml of water was added and refluxing was continued for 11/2 hours, then the solvent was distilled at reduced pressure. The residue was acidified, extracted with ether, washed with water, dried over magnes... Starting materials: CO (methanol), C1CO1 (ethylene oxide), C1(=CC=CC=C1)C(N1CC(NCC1)(CC1=CC(=C(C=C1)OC)OC)C)C1=CC=CC=C1 (1-diphenylmethyl-3-methyl-3-(3,4-dimethoxybenzyl)-piperazine). Isolated yield 97.7%. Reported procedure: 50 g of 1-diphenylmethyl-3-methyl-3-(3,4-dimethoxybenzyl)-piperazine (cf. Example 2) are dissolved in 200 ml of benzene and 400 ml of methanol and heated for 48 hours in a pressure vessel at 60° C. with addition of 22 g of ethylene oxide. Subsequently, the solution is evaporated to dryness. The residue is dissolved in 500 ml of diethylether, combined with 60 ml of 2N HCl, and vigorously stirred. The organic phase is separated and washed halide-free with water. The aqueous acid extract is alkaliz... The product is C1(=CC=CC=C1)C(N1CC(N(CC1)CCO)(CC1=CC(=C(C=C1)OC)OC)C)C1=CC=CC=C1 (1-diphenylmethyl-3-methyl-3-(3,4-dimethoxybenzyl)-4-hydroxyethyl-piperazine). Solvent: C1=CC=CC=C1 (benzene). As a reaction SMILES: [C:1]1([CH:7]([C:26]2[CH:31]=[CH:30][CH:29]=[CH:28][CH:27]=2)[N:8]2[CH2:13][CH2:12][NH:11][C:10]([CH3:25])([CH2:14][C:15]3[CH:20]=[CH:19][C:18]([O:21][CH3:22])=[C:17]([O:23][CH3:24])[CH:16]=3)[CH2:9]2)[CH:6]=[CH:5][CH:4]=[CH:3][CH:2]=1.CO.[CH2:34]1[O:36][CH2:35]1>C1C=CC=CC=1>[C:26]1([CH:7]([C:1]2[CH:2]=[CH:3][CH:4]=[CH:5][CH:6]=2)[N:8]2[CH2:13][CH2:12][N:11]([CH2:34][CH2:35][OH:36])[C:10]([CH3:25])([CH2:14][C:15]3[CH:20]=[CH:19][C:18]([O:21][CH3:22])=[C:17]([O:23][CH3:24])[CH:16]=3)[CH2:9]2)[CH:27]=[CH:28][CH:29]=[CH:30][CH:31]=1. Yields the product CCOC(=O)C1C2CCC(C2)C1NCc1ccc(C)c(F)c1. Starting materials: [BH3-]C#N, CCOC(=O)C1C2CCC(C2)C1N, CC(=O)O, CCO, Cc1ccc(C=O)cc1F, [Na+]. Reaction SMILES: [C:28]([BH3-:29])#[N:30].[CH2:1]([CH3:2])[O:3][C:4](=[O:5])[CH:6]1[CH:7]2[CH2:8][CH2:9][CH:10]([CH:11]1[NH2:12])[CH2:13]2.[CH3:24][C:25](=[O:26])[OH:27].[CH3:32][CH2:33][OH:34].[F:14][c:15]1[cH:16][c:17]([CH:18]=[O:19])[cH:20][cH:21][c:22]1[CH3:23].[Na+:31]>>[CH2:1]([CH3:2])[O:3][C:4](=[O:5])[CH:6]1[CH:7]2[CH2:8][CH2:9][CH:10]([CH:11]1[NH:12][CH2:18][c:17]1[cH:16][c:15]([F:14])[c:22]([CH3:23])[cH:21][cH:20]1)[CH2:13]2. Starting materials: CC(C)(C)OC(=O)N1C2CCC(C(=O)O)C1CC2, CC(C)Oc1ccc(N)cc1. Product: CC(C)Oc1ccc(NC(=O)C2CCC3CCC2N3C(=O)OC(C)(C)C)cc1. RXN SMILES: [C:1]([CH3:2])([CH3:3])([CH3:4])[O:5][C:6](=[O:7])[N:8]1[CH:9]2[CH:10]([C:16](=[O:17])[OH:18])[CH2:11][CH2:12][CH:13]1[CH2:14][CH2:15]2.[CH:19]([CH3:20])([CH3:21])[O:22][c:23]1[cH:24][cH:25][c:26]([NH2:27])[cH:28][cH:29]1>>[C:1]([CH3:2])([CH3:3])([CH3:4])[O:5][C:6](=[O:7])[N:8]1[CH:9]2[CH:10]([C:16](=[O:18])[NH:27][c:26]3[cH:25][cH:24][c:23]([O:22][CH:19]([CH3:20])[CH3:21])[cH:29][cH:28]3)[CH2:11][CH2:12][CH:13]1[CH2:14][CH2:15]2. Reactants: CCOC(=O)CCCCCCC(C#N)(OC(C)OCC)c1ccco1, C1CCOC1, Cl. The product is CCOC(=O)CCCCCCC(=O)c1ccco1. RXN SMILES: [C:1](=[O:2])([O:3][CH2:4][CH3:5])[CH2:6][CH2:7][CH2:8][CH2:9][CH2:10][CH2:11][C:12]([c:15]1[o:16][cH:17][cH:18][cH:19]1)([O:20][CH:13]([O:14][CH2:21][CH3:22])[CH3:23])[C:24]#[N:25].[CH2:27]1[O:28][CH2:29][CH2:30][CH2:31]1.[ClH:26]>>[C:1](=[O:2])([O:3][CH2:4][CH3:5])[CH2:6][CH2:7][CH2:8][CH2:9][CH2:10][CH2:11][C:12]([c:15]1[o:16][cH:17][cH:18][cH:19]1)=[O:20]. The reactants are [Br-], O=C([O-])[O-], ClCCl, COC(=O)c1cc(C[P+](c2ccccc2)(c2ccccc2)c2ccccc2)ccc1CCc1ccc(F)cc1, [K+], [K+], O=CCn1ccnc1. The product is COC(=O)c1cc(C=CCn2ccnc2)ccc1CCc1ccc(F)cc1. Reaction SMILES: [Br-:9].[C:49](=[O:50])([O-:51])[O-:52].[Cl:55][CH2:56][Cl:57].[F:10][c:11]1[cH:12][cH:13][c:14]([CH2:15][CH2:16][c:17]2[c:18]([C:43](=[O:44])[O:45][CH3:46])[cH:19][c:20]([CH2:21][P+:22]([c:23]3[cH:24][cH:25][cH:26][cH:27][cH:28]3)([c:29]3[cH:30][cH:31][cH:32][cH:33][cH:34]3)[c:35]3[cH:36][cH:37][cH:38][cH:39][cH:40]3)[cH:41][cH:42]2)[cH:47][cH:48]1.[K+:53].[K+:54].[n:1]1([CH2:6][CH:7]=[O:8])[cH:2][n:3][cH:4][cH:5]1>>[n:1]1([CH2:6][CH:7]=[CH:21][c:20]2[cH:19][c:18]([C:43](=[O:44])[O:45][CH3:46])[c:17]([CH2:16][CH2:15][c:14]3[cH:13][cH:12][c:11]([F:10])[cH:48][cH:47]3)[cH:42][cH:41]2)[cH:2][n:3][cH:4][cH:5]1.